This data is from the Open Reaction Database (ORD), a public repository of structured organic reaction records. The task is: describe an organic reaction: reactants, conditions, products, and yield The reactants are C(C(=O)Cl)(=O)Cl (Oxalyl chloride), C(#N)C1=CC=C(C=C1)CCCCC(=O)O (5-(p-cyanophenyl)pentanoic acid), CN(C)C=O (DMF). The solvent is ClCCCl (1,2-dichloroethane). Run at temperature 10 celsius, time 5 minute. Product: C(#N)C1=CC=C(C=C1)CCCCCN (5-(p-Cyanophenyl]pentylamine). Reaction SMILES: C(Cl)(=O)C(Cl)=O.[C:7]([C:9]1[CH:14]=[CH:13][C:12]([CH2:15][CH2:16][CH2:17][CH2:18][C:19](O)=O)=[CH:11][CH:10]=1)#[N:8].C[N:23](C=O)C>ClCCCl>[C:7]([C:9]1[CH:14]=[CH:13][C:12]([CH2:15][CH2:16][CH2:17][CH2:18][CH2:19][NH2:23])=[CH:11][CH:10]=1)#[N:8]. Procedure: Oxalyl chloride (43.0 mL, 0.492 mol) was added dropwise to a suspension of 5-(p-cyanophenyl)pentanoic acid in 100 mL of dry 1,2-dichloroethane at 23° C. under a nitrogen atmosphere. After 5 min, 50 mL of DMF was added. After 30 min, the reaction was concentrated in vacuo. The residue was dissolved in anhydrous THF (150 mL) under a nitrogen atmosphere. Azidotrimethylsilane (14.6 mL, 0.110 mL) was added dropwise at 23° C. After 5 min, the reaction was warmed to achieve reflux for 1 hour. The react... Starting materials: ClC1=CC=C(C=C1)OC (4-chloroanisole), C(C)OC1=CC=C(N)C=C1 (4-ethoxyaniline), CC(C)(C)[O-].[Na+] (NaOt-Bu), O(CCCC)CCCC (Bu2O). Conditions: temperature 110 celsius. Product: C(C)OC1=CC=C(NC2=CC=C(C=C2)OC)C=C1 (4-ethoxy-N-(4-methoxyphenyl)aniline). The yield is 94.1%. As a reaction SMILES: Cl[C:2]1[CH:7]=[CH:6][C:5]([O:8][CH3:9])=[CH:4][CH:3]=1.[CH2:10]([O:12][C:13]1[CH:19]=[CH:18][C:16]([NH2:17])=[CH:15][CH:14]=1)[CH3:11].CC([O-])(C)C.[Na+].O(CCCC)CCCC>>[CH2:10]([O:12][C:13]1[CH:19]=[CH:18][C:16]([NH:17][C:2]2[CH:7]=[CH:6][C:5]([O:8][CH3:9])=[CH:4][CH:3]=2)=[CH:15][CH:14]=1)[CH3:11] |f:2.3|. Reported procedure: Following general procedure E, a mixture of 4-chloroanisole (123 μL, 1.0 mmol), 4-ethoxyaniline (154 μL, 1.2 mmol), NaOt-Bu (115 mg, 1.2 mmol), 10 (0.08 mg, 0.01 mol %), 1 (0.05 mg, 0.01 mol %), and Bu2O (1 mL) was heated to 110° C. for 1 h. The crude product was purified via the Biotage SP4 (silica-packed 25+M; 0-30% EtOAc/hexanes) to provide the title compound as a white solid (229 mg, 94%), mp 73-75° C. 1H NMR (300 MHz, CDCl3) δ: 6.95 (m, 4H), 6.84 (m, 4H), 5.34 (s, 1H), 4.01 (q, J=7.0 Hz, 2H... The reactants are ClCCCN1C(NC(C(=C1)C=1SC=CC1)=O)=O (1-(3-chloropropyl)-5-(thiophen-2-yl)pyrimidine-2,4(1H,3H)-dione), Cl.FC=1C=C2CCC3(CNCC3)C2=CC1 (5-fluoro-2,3-dihydrospiro[indene-1,3′-pyrrolidine]hydrochloride salt), C([O-])([O-])=O.[K+].[K+] (potassium carbonate), [I-].[Na+] (sodium iodide). Solvent: CN1CCCC1=O (NMP), O (water). Run at temperature 70 celsius, time 8 hour. Product: Cl.FC=1C=C2CCC3(CN(CC3)CCCN3C(NC(C(=C3)C=3SC=CC3)=O)=O)C2=CC1 (1-(3-(5-fluoro-2,3-dihydrospiro[indene-1,3′-pyrrolidine]-1′-yl)propyl)-5-(thiophen-2-yl)pyrimidine-2,4(1H,3H)-dione hydrochloride). The yield is 72.2%. Reaction SMILES: [Cl:1][CH2:2][CH2:3][CH2:4][N:5]1[CH:10]=[C:9]([C:11]2[S:12][CH:13]=[CH:14][CH:15]=2)[C:8](=[O:16])[NH:7][C:6]1=[O:17].Cl.[F:19][C:20]1[CH:21]=[C:22]2[C:30](=[CH:31][CH:32]=1)[C:25]1([CH2:29][CH2:28][NH:27][CH2:26]1)[CH2:24][CH2:23]2.C(=O)([O-])[O-].[K+].[K+].[I-].[Na+]>O.CN1C(=O)CCC1>[ClH:1].[F:19][C:20]1[CH:21]=[C:22]2[C:30](=[CH:31][CH:32]=1)[C:25]1([CH2:29][CH2:28][N:27]([CH2:2][CH2:3][CH2:4][N:5]3[CH:10]=[C:9]([C:11]4[S:12][CH:13]=[CH:14][CH:15]=4)[C:8](=[O:16])[NH:7][C:6]3=[O:17])[CH2:26]1)[CH2:24][CH2:23]2 |f:1.2,3.4.5,6.7,10.11|. Reported procedure: A mixture of 1-(3-chloropropyl)-5-(thiophen-2-yl)pyrimidine-2,4(1H,3H)-dione (Prep24, 50 mg, 0.18 mmol), 5-fluoro-2,3-dihydrospiro[indene-1,3′-pyrrolidine]hydrochloride salt (Prep14, 52 mg, 0.27 mmol), potassium carbonate (112 mg, 0.81 mmol), sodium iodide (112 mg, 0.75 mmol) and NMP (1 ml) was stirred at 70° C. overnight. The mixture was diluted with water and extracted with ethyl acetate. The EA phase was evaporated and the crude purified by preparative TLC to give the free base of the title c... Starting materials: CNC1CCNC1, O=[N+]([O-])c1cnc(Cl)nc1. Product: CNC1CCN(c2ncc([N+](=O)[O-])cn2)C1. Reaction SMILES: [CH3:1][NH:2][CH:3]1[CH2:4][NH:5][CH2:6][CH2:7]1.[Cl:8][c:9]1[n:10][cH:11][c:12]([N+:15](=[O:16])[O-:17])[cH:13][n:14]1>>[CH3:1][NH:2][CH:3]1[CH2:4][N:5]([c:9]2[n:10][cH:11][c:12]([N+:15](=[O:16])[O-:17])[cH:13][n:14]2)[CH2:6][CH2:7]1. Starting materials: C=CCC1CC(Sc2ccccc2)C(=O)CC1C, Cc1ccccc1, [Ca+2], [Mg+2], O=C([O-])[O-], O=S(=O)([O-])[O-]. The product is C=CCC1C=CC(=O)CC1C. RXN SMILES: [CH3:1][CH:2]1[CH:3]([CH2:16][CH:17]=[CH2:18])[CH2:4][CH:5]([S:9][c:10]2[cH:11][cH:12][cH:13][cH:14][cH:15]2)[C:6](=[O:8])[CH2:7]1.[CH3:30][c:31]1[cH:32][cH:33][cH:34][cH:35][cH:36]1.[Ca+2:19].[Mg+2:24].[O-:20][C:21](=[O:22])[O-:23].[O-:25][S:26](=[O:27])(=[O:28])[O-:29]>>[CH3:1][CH:2]1[CH:3]([CH2:16][CH:17]=[CH2:18])[CH:4]=[CH:5][C:6](=[O:8])[CH2:7]1. Starting materials: resultant solution, BrCCCC1=C2C(C(=O)NC2=O)=CC=C1 (3-Bromopropylphthalimide), [O-]CC.[Na+] (sodium ethoxide), O1C(=NC=C1)S (oxazole-2-thiol). Run in C(C)O (ethanol). Yields the product C1(C=2C(C(N1CCCSC=1OC=CN1)=O)=CC=CC2)=O (2-(3-phthalimidopropylthio)oxazole). Isolated yield 287.3%. Reaction SMILES: Br[CH2:2][CH2:3][CH2:4][C:5]1C=C[CH:13]=[C:7]2[C:8]([NH:10][C:11](=[O:12])[C:6]=12)=O.[O-:16][CH2:17][CH3:18].[Na+].[O:20]1[CH:24]=[CH:23][N:22]=[C:21]1[SH:25]>C(O)C>[C:11]1(=[O:12])[N:10]([CH2:8][CH2:7][CH2:13][S:25][C:21]2[O:20][CH:24]=[CH:23][N:22]=2)[C:17](=[O:16])[C:18]2=[CH:2][CH:3]=[CH:4][CH:5]=[C:6]12 |f:1.2|. Procedure details: 3-Bromopropylphthalimide (13.4 g.) was added to a stirred solution of sodium ethoxide (from 1.15 g. sodium) and oxazole-2-thiol (5.1 g.) in ethanol (100 ml.). The resultant solution was heated under reflux for 2.5 hours and concentrated under reduced pressure. The residue was triturated with water (100 ml.) to afford 2-(3-phthalimidopropylthio)oxazole (14 g.), m.p. 101°. Recrystallisation from ethanol gave the pure oxazole, m.p. 102°-103°. Reactants: O=C([O-])[O-], [Ca+2], [O-]Cl, [O-]Cl, COc1ccc(C(=O)O)cc1F, [K+], [K+], [K+], [OH-], O. Yields the product COc1ccc(C(=O)Cl)cc1F. RXN SMILES: [C:6](=[O:7])([O-:8])[O-:9].[Ca+2:3].[Cl:1][O-:2].[Cl:4][O-:5].[F:14][c:15]1[cH:16][c:17]([C:18](=[O:19])[OH:20])[cH:21][cH:22][c:23]1[O:24][CH3:25].[K+:10].[K+:11].[K+:13].[OH-:12].[OH2:26]>>[Cl:1][C:18]([c:17]1[cH:16][c:15]([F:14])[c:23]([O:24][CH3:25])[cH:22][cH:21]1)=[O:19].